From a dataset of the Open Reaction Database (ORD), a public repository of structured organic reaction records. describe an organic reaction: reactants, conditions, products, and yield Reactants: ice, COC(C1=CC=C(C=C1)O)=O (4-Hydroxybenzoic acid methylester), N1=CC=CC=C1 (pyridine), CS(=O)(=O)Cl (methanesulfonyl chloride). Run in C1CCOC1 (THF). Conditions: temperature 0 celsius, time 5 hour. The product is COC(C1=CC=C(C=C1)OS(=O)(=O)C)=O (4-Methanesulfonyloxy-benzoic acid methyl ester). Yield: 95.1%. As a reaction SMILES: [CH3:1][O:2][C:3](=[O:11])[C:4]1[CH:9]=[CH:8][C:7]([OH:10])=[CH:6][CH:5]=1.N1C=CC=CC=1.[CH3:18][S:19](Cl)(=[O:21])=[O:20]>C1COCC1>[CH3:1][O:2][C:3](=[O:11])[C:4]1[CH:9]=[CH:8][C:7]([O:10][S:19]([CH3:18])(=[O:21])=[O:20])=[CH:6][CH:5]=1. Reported procedure: 4-Hydroxybenzoic acid methylester (2.29 g, 20 mmol) was dissolved together with pyridine (2.02 mL, 25 mmol) in anhydrous THF (20 mL) and after cooling down to 0° C., methanesulfonyl chloride (2.16 mL, 21 mmol) was added dropwise. After complete addition the ice bath was removed and the mixture was stirred at room temperature for 5 h. The slurry was diluted with DCM and extracted with H2O and aq. HCl (2N). The separated organic layer was finally dried (MgSO4) and evaporated to afford the crude pr...